Dataset: the Open Reaction Database (ORD), a public repository of structured organic reaction records. Task: describe an organic reaction: reactants, conditions, products, and yield Starting materials: BrC=1SC2=C(N1)C=CC(=C2)OC (2-Bromo-6-methoxy-1,3-benzothiazole), CN(C1=NC=C(C=N1)C=1SC2=C(N1)C=CC(=C2)O)C (2-[2-(dimethylamino)pyrimidin-5-yl]-1,3-benzothiazol-6-ol), B(Br)(Br)Br (BBr3). Run in CO (MeOH). Yields the product BrC=1SC2=C(N1)C=CC(=C2)O (2-bromo-1,3-benzothiazol-6-ol). Isolated yield 76.7%. Reaction SMILES: [Br:1][C:2]1[S:3][C:4]2[CH:10]=[C:9]([O:11]C)[CH:8]=[CH:7][C:5]=2[N:6]=1.CN(C)C1N=CC(C2SC3C=C(O)C=CC=3N=2)=CN=1.B(Br)(Br)Br>CO>[Br:1][C:2]1[S:3][C:4]2[CH:10]=[C:9]([OH:11])[CH:8]=[CH:7][C:5]=2[N:6]=1. Reported procedure: 2-Bromo-6-methoxy-1,3-benzothiazole (0.832 g, 3.41 mmol) was subjected to the procedure used for the preparation of 2-[2-(dimethylamino)pyrimidin-5-yl]-1,3-benzothiazol-6-ol, with the following exceptions: 4.4 equiv BBr3-solution was used, and after being stirred on, the mixture was poured into MeOH and then concentrated under reduced pressure. A slurry of this residue in EtOAc was filtered through silica and eluted with EtOAc/DCM/MeOH 10:10:1 and DCM/MeOH 9:1. The crude product was recrystalliz...